From a dataset of the Open Reaction Database (ORD), a public repository of structured organic reaction records. describe an organic reaction: reactants, conditions, products, and yield Procedure: In a manner similar to Preparation 5, react 4-[ethyl-(heptyl)amino]-4-oxobutyric acid with lithium aluminum hydride to obtain the title compound. Reactants: C(C)N(C(CCC(=O)O)=O)CCCCCCC (4-[ethyl-(heptyl)amino]-4-oxobutyric acid), [H-].[Al+3].[Li+].[H-].[H-].[H-] (lithium aluminum hydride). Product: C(C)N(CCCCO)CCCCCCC (4-[Ethyl(heptyl)amino]butanol). As a reaction SMILES: [CH2:1]([N:3]([CH2:11][CH2:12][CH2:13][CH2:14][CH2:15][CH2:16][CH3:17])[C:4](=O)[CH2:5][CH2:6][C:7](O)=[O:8])[CH3:2].[H-].[Al+3].[Li+].[H-].[H-].[H-]>>[CH2:1]([N:3]([CH2:11][CH2:12][CH2:13][CH2:14][CH2:15][CH2:16][CH3:17])[CH2:4][CH2:5][CH2:6][CH2:7][OH:8])[CH3:2] |f:1.2.3.4.5.6|. Starting materials: S1C2=C(C=C1)C(CCC2)=O (6,7-Dihydrobenzo[b]thiophen-4(5H)-one), [Cl-].[NH4+] (ammonium chloride), C(=C)[Mg]Cl (Vinyl magnesium chloride), ketone. Solvent: C(C)OCC (diethyl ether). Run at temperature -30 celsius, time 30 minute. The product is C(=C)C1(CCCC=2SC=CC21)O (4-vinyl-4,5,6,7-tetrahydrobenzo[b]thiophen-4-ol), oil. Yield: 100.0%. As a reaction SMILES: [S:1]1[CH:5]=[CH:4][C:3]2[C:6](=[O:10])[CH2:7][CH2:8][CH2:9][C:2]1=2.[CH:11]([Mg]Cl)=[CH2:12].[Cl-].[NH4+]>C(OCC)C>[CH:11]([C:6]1([OH:10])[C:3]2[CH:4]=[CH:5][S:1][C:2]=2[CH2:9][CH2:8][CH2:7]1)=[CH2:12] |f:2.3|. Reported procedure: 6,7-Dihydrobenzo[b]thiophen-4(5H)-one (8.48 g, 56 mmol) was dissolved in anhydrous diethyl ether (200 mL) and the solution was cooled to −30° C. Vinyl magnesium chloride (60 mL, 1.6 M solution in THF, 96 mmol) was added to the ketone portion-wise whilst maintaining the temperature at −30° C. Upon completion of the addition, the reaction was stirred at −30° C. for 30 min and then allowed to warm to 25° C. Stirring was continued overnight and the solution was then treated with saturated ammonium c... The reactants are COC=1C=C(C=2OC3=CC(=CC=C3C(C2)=O)OCC2CO2)C=C(C1)OC (3′,5′-Dimethoxy-7-(2,3-epoxy-propoxy)-flavone), COC=1C=C(C=2OC3=CC(=CC=C3C(C2)=O)OCC2CO2)C=C(C1)OC (3′,5′-Dimethoxy-7-(2,3-epoxy-propoxy)-flavone), C(C)(C)N (iso-propyl amine). Run in CO (methanol). The product is COC=1C=C(C=2OC3=CC(=CC=C3C(C2)=O)OCC(CNC(C)C)O)C=C(C1)OC (3′,5′-Dimethoxy-7-[2-hydroxy-3-iso-propylamino-propoxy]-flavone). As a reaction SMILES: [CH3:1][O:2][C:3]1[CH:4]=[C:5]([CH:22]=[C:23]([O:25][CH3:26])[CH:24]=1)[C:6]1[O:7][C:8]2[C:13]([C:14](=[O:16])[CH:15]=1)=[CH:12][CH:11]=[C:10]([O:17][CH2:18][CH:19]1[O:21][CH2:20]1)[CH:9]=2.[CH:27]([NH2:30])([CH3:29])[CH3:28]>CO>[CH3:1][O:2][C:3]1[CH:4]=[C:5]([CH:22]=[C:23]([O:25][CH3:26])[CH:24]=1)[C:6]1[O:7][C:8]2[C:13]([C:14](=[O:16])[CH:15]=1)=[CH:12][CH:11]=[C:10]([O:17][CH2:18][CH:19]([OH:21])[CH2:20][NH:30][CH:27]([CH3:29])[CH3:28])[CH:9]=2. Procedure details: 3′,5′-Dimethoxy-7-(2,3-epoxy-propoxy)-flavone, 32 (700 mg, 2 mmol) and iso-propyl amine (1.0 mL, 12 mmol) in dry methanol (120 mL) were reacted in a similar manner to that described under 34 to afford 44. Yield 720 mg (87%); mp 155-156° C.; MS (FAB) 414 (M++1); IR (KBr) 3426, 1630; 1H NMR (200 MHz, DMSO-d6) δ 7.95 (d, J=8.9 Hz, 1H), 7.34 (s, 1H), 7.18 (d, J=1.8 Hz, 2H), 7.09 (dd, J=8.9 Hz, 1.9 Hz, 1H), 6.96 (s, 1H), 6.70 (s, 1H), 4.20-3.90 (m, 3H), 3.85 (s, 6H), 2.84-2.58 (m, 3H), 1.03 (d, J=6.2... The reactants are C1CCOC1, COC(=O)c1ccc(OCc2conc2-c2ccc(Cl)cc2)nc1, CO, Cl, [Li+], [OH-], O, O. The product is O=C(O)c1ccc(OCc2conc2-c2ccc(Cl)cc2)nc1. RXN SMILES: [CH2:29]1[O:30][CH2:31][CH2:32][CH2:33]1.[CH3:1][O:2][C:3]([c:4]1[cH:5][n:6][c:7]([O:10][CH2:11][c:12]2[c:13](-[c:17]3[cH:18][cH:19][c:20]([Cl:23])[cH:21][cH:22]3)[n:14][o:15][cH:16]2)[cH:8][cH:9]1)=[O:24].[CH3:34][OH:35].[ClH:28].[Li+:27].[OH-:26].[OH2:25].[OH2:36]>>[O:2]=[C:3]([c:4]1[cH:5][n:6][c:7]([O:10][CH2:11][c:12]2[c:13](-[c:17]3[cH:18][cH:19][c:20]([Cl:23])[cH:21][cH:22]3)[n:14][o:15][cH:16]2)[cH:8][cH:9]1)[OH:24].